This data is from the Open Reaction Database (ORD), a public repository of structured organic reaction records. The task is: describe an organic reaction: reactants, conditions, products, and yield Reactants: O=C([O-])[O-], COc1ccccc1B(O)O, COCCOC, O=C1Nc2cccc(I)c2C1=Cc1ccc[nH]1, [Na+], [Na+]. The product is COc1ccccc1-c1cccc2c1C(=Cc1ccc[nH]1)C(=O)N2. As a reaction SMILES: [C:18](=[O:19])([O-:20])[O-:21].[CH3:24][O:25][c:26]1[c:27]([B:32]([OH:33])[OH:34])[cH:28][cH:29][cH:30][cH:31]1.[CH3:35][O:36][CH2:37][CH2:38][O:39][CH3:40].[I:1][c:2]1[c:3]2[c:7]([cH:8][cH:9][cH:10]1)[NH:6][C:5](=[O:11])[C:4]2=[CH:12][c:13]1[nH:14][cH:15][cH:16][cH:17]1.[Na+:22].[Na+:23]>>[c:2]1(-[c:27]2[c:26]([O:25][CH3:24])[cH:31][cH:30][cH:29][cH:28]2)[c:3]2[c:7]([cH:8][cH:9][cH:10]1)[NH:6][C:5](=[O:11])[C:4]2=[CH:12][c:13]1[nH:14][cH:15][cH:16][cH:17]1. The reactants are C(C1=CC=CC=C1)OC1=C(C=C(C(=C1)OCC1=CC=CC=C1)C(=C)C)C(=O)N1CC2=CC=C(C=C2C1)CC=O (2—(2-{[2,4-bis(benzyloxy)-5-(prop-1-en-2-yl)phenyl]carbonyl}-2,3-dihydro-1H-isoindol-5-yl)acetaldehyde), S(=O)(=O)(O)C1=CC=C(C)C=C1.C1(CCCC1)OC([C@@H](N)CC(C)C)=O (L-leucine cyclopentyl ester tosylate), C(C)(=O)O[BH-](OC(C)=O)OC(C)=O.[Na+] (sodium triacetoxyborohydride). Run in ClC(C)Cl (dichloroethane). Conditions: time 90 minute. The product is C(C1=CC=CC=C1)OC1=C(C=C(C(=C1)OCC1=CC=CC=C1)C(=C)C)C(=O)N1CC2=CC=C(C=C2C1)CCN[C@@H](CC(C)C)C(=O)OC1CCCC1 (1—cyclopentyl N-[2-(2-{[2,4-bis(benzyloxy)-5-(prop-1-en-2-yl)phenyl]carbonyl}-2,3-dihydro-1H-isoindol-5-yl)ethyl]-L-leucinate). Yield: 39.7%. As a reaction SMILES: [CH2:1]([O:8][C:9]1[CH:14]=[C:13]([O:15][CH2:16][C:17]2[CH:22]=[CH:21][CH:20]=[CH:19][CH:18]=2)[C:12]([C:23]([CH3:25])=[CH2:24])=[CH:11][C:10]=1[C:26]([N:28]1[CH2:36][C:35]2[C:30](=[CH:31][CH:32]=[C:33]([CH2:37][CH:38]=O)[CH:34]=2)[CH2:29]1)=[O:27])[C:2]1[CH:7]=[CH:6][CH:5]=[CH:4][CH:3]=1.S(C1C=CC(C)=CC=1)(O)(=O)=O.[CH:51]1([O:56][C:57](=[O:64])[C@H:58]([CH2:60][CH:61]([CH3:63])[CH3:62])[NH2:59])[CH2:55][CH2:54][CH2:53][CH2:52]1.C(O[BH-](OC(=O)C)OC(=O)C)(=O)C.[Na+]>ClC(Cl)C>[CH2:1]([O:8][C:9]1[CH:14]=[C:13]([O:15][CH2:16][C:17]2[CH:18]=[CH:19][CH:20]=[CH:21][CH:22]=2)[C:12]([C:23]([CH3:25])=[CH2:24])=[CH:11][C:10]=1[C:26]([N:28]1[CH2:36][C:35]2[C:30](=[CH:31][CH:32]=[C:33]([CH2:37][CH2:38][NH:59][C@H:58]([C:57]([O:56][CH:51]3[CH2:52][CH2:53][CH2:54][CH2:55]3)=[O:64])[CH2:60][CH:61]([CH3:62])[CH3:63])[CH:34]=2)[CH2:29]1)=[O:27])[C:2]1[CH:3]=[CH:4][CH:5]=[CH:6][CH:7]=1 |f:1.2,3.4|. Reported procedure: To a solution of Intermediate F (0.165 g, 0.32 mmol) in dichloroethane (10 mL) was added L-leucine cyclopentyl ester tosylate (0.197 g, 0.52 mmol) and sodium triacetoxyborohydride (0.151 g, 0.71 mmol). The mixture was stirred for 90 minutes, then quenched by addition of saturated ammonium chloride (20 mL). The product was extracted with dichloromethane (3 times 100 mL) and the combined organic extracts were dried (MgSO4), concentrated and purified by flash column chromatography (SiO2, ethyl acet... Starting materials: NN1C(=CC=C1)C(=O)NC1=CC=CC=C1 (1-amino-N-phenyl-1H-pyrrole-2-carboxamide), C(C1=CC=CC=C1)OCC[C@@H](C(=O)O)NC(=O)OC(C)(C)C ((S)-4-(benzyloxy)-2-(tert-butoxycarbonylamino)butanoic acid), 73a. The product is C(C1=CC=CC=C1)OCC[C@@H](C(NN1C(=CC=C1)C(NC1=CC=CC=C1)=O)=O)NC(OC(C)(C)C)=O ((S)-tert-Butyl 4-(benzyloxy)-1-oxo-1-(2-(phenylcarbamoyl)-1H-pyrrol-1-ylamino)butan-2-ylcarbamate). Isolated yield 99.6%. As a reaction SMILES: [NH2:1][N:2]1[CH:6]=[CH:5][CH:4]=[C:3]1[C:7]([NH:9][C:10]1[CH:15]=[CH:14][CH:13]=[CH:12][CH:11]=1)=[O:8].[CH2:16]([O:23][CH2:24][CH2:25][C@H:26]([NH:30][C:31]([O:33][C:34]([CH3:37])([CH3:36])[CH3:35])=[O:32])[C:27](O)=[O:28])[C:17]1[CH:22]=[CH:21][CH:20]=[CH:19][CH:18]=1>>[CH2:16]([O:23][CH2:24][CH2:25][C@H:26]([NH:30][C:31](=[O:32])[O:33][C:34]([CH3:36])([CH3:35])[CH3:37])[C:27](=[O:28])[NH:1][N:2]1[CH:6]=[CH:5][CH:4]=[C:3]1[C:7](=[O:8])[NH:9][C:10]1[CH:15]=[CH:14][CH:13]=[CH:12][CH:11]=1)[C:17]1[CH:18]=[CH:19][CH:20]=[CH:21][CH:22]=1. Procedure details: The title compound was prepared from 1-amino-N-phenyl-1H-pyrrole-2-carboxamide (0.65 g, 3.2 mmol) and (S)-4-(benzyloxy)-2-(tert-butoxycarbonylamino)butanoic acid (1.0 g, 3.2 mmol) following the experimental procedure described in Preparation 73a. 1.57 g (96% yield) of the desired compound were obtained. The reactants are O=C1N(C=2C=3N1CC(NC3C=CC2)=O)CC(=O)OC (methyl (2,5-dioxo-5,6-dihydro-4H-imidazo[1,5,4-de]quinoxalin-1(2H)-yl)acetate), O=C1N(C=2C=3N1CC(NC3C=CC2)=O)CC(=O)OC (methyl (2,5-dioxo-5,6-dihydro-4H-imidazo[1,5,4-de]quinoxalin-1(2H)-yl)acetate), C([O-])([O-])=O.[Cs+].[Cs+] (cesium carbonate), IC (iodomethane). Run in CN(C)C=O (DMF). Conditions: time 16 hour. Product: CN1C(CN2C=3C(=CC=CC13)N(C2=O)CC(=O)OC)=O (Methyl (6-methyl-2,5-dioxo-5,6-dihydro-4H-imidazo[1,5,4-de]quinoxalin-1(2H)-yl)acetate). As a reaction SMILES: [O:1]=[C:2]1[N:6]2[CH2:7][C:8](=[O:14])[NH:9][C:10]3[CH:11]=[CH:12][CH:13]=[C:4]([C:5]=32)[N:3]1[CH2:15][C:16]([O:18][CH3:19])=[O:17].[C:20](=O)([O-])[O-].[Cs+].[Cs+].IC>CN(C=O)C>[CH3:20][N:9]1[C:10]2[CH:11]=[CH:12][CH:13]=[C:4]3[N:3]([CH2:15][C:16]([O:18][CH3:19])=[O:17])[C:2](=[O:1])[N:6]([C:5]=23)[CH2:7][C:8]1=[O:14] |f:1.2.3|. Procedure: To a solution of methyl (2,5-dioxo-5,6-dihydro-4H-imidazo[1,5,4-de]quinoxalin-1(2H)-yl)acetate (300 mg, 1.15 mmol, described in Intermediate 31) in DMF (5 mL) were added cesium carbonate (748 mg, 2.3 mmol) and iodomethane (326 mg, 2.3 mmol). After 16 h, the reaction mixture was quenched with brine (20 mL) and extracted with EtOAc (50 mL). The organic layer was dried over Na2SO4, filtered, and concentrated in vacuo to give the title compound. MS: m/z=276 (M+1). Reactants: C(Cl)Cl (methylene chloride), [OH-].[Na+] (sodium hydroxide), CC1=C(CBr)C(=CC(=C1)F)C (2,6-dimethyl-4-fluorobenzylbromide), OC1=CC=CC=2N=C(NC21)C (4-hydroxy -2-methylbenzimidazole). Run in O (water), C(C)#N (acetonitrile), C(C)#N (acetonitrile). Run at time 20 hour. The product is CC1=C(COC2=CC=CC=3N=C(NC32)C)C(=CC(=C1)F)C (4-(2,6-dimethyl-4-fluorobenzyloxy)-2-methylbenzimidazole). The yield is 6.1%. RXN SMILES: [OH:1][C:2]1[C:10]2[NH:9][C:8]([CH3:11])=[N:7][C:6]=2[CH:5]=[CH:4][CH:3]=1.[OH-].[Na+].[CH3:14][C:15]1[CH:22]=[C:21]([F:23])[CH:20]=[C:19]([CH3:24])[C:16]=1[CH2:17]Br.C(Cl)Cl>C(#N)C.O>[CH3:14][C:15]1[CH:22]=[C:21]([F:23])[CH:20]=[C:19]([CH3:24])[C:16]=1[CH2:17][O:1][C:2]1[C:10]2[NH:9][C:8]([CH3:11])=[N:7][C:6]=2[CH:5]=[CH:4][CH:3]=1 |f:1.2|. Procedure: 4-hydroxy -2-methylbenzimidazole (0.57 g, 3.8 mmol) was dissolved in acetonitrile (4 ml). To the solution were added sodium hydroxide (0.17 g, 43 mmol) (dissolved in 1 ml water) and 2,6-dimethyl-4-fluorobenzylbromide (0.82 g, 3.8 mmol) dissolved in acetonitrile (6 ml) and the reaction mixture was refluxed for 80 min. and was stirred for 20 h. at ambient temperature. To the reaction mixture was added methylene chloride (25 ml) and water (25 ml). The organic layer was separated, washed three times... Starting materials: 1-L, C=CC (propene), C=CC (propene), 428g, C1(=CC=CC=C1)C (toluene), C(C)(C)O (isopropanol). The solvent is O (water). Run at temperature 160 celsius, time 15 minute. Yields the product C(C(C)C)C1=CC=CC=C1 (isobutylbenzene). RXN SMILES: [C:1]1([CH3:7])[CH:6]=[CH:5][CH:4]=[CH:3][CH:2]=1.[CH2:8]=[CH:9][CH3:10].C(O)(C)C>O>[CH2:7]([C:1]1[CH:6]=[CH:5][CH:4]=[CH:3][CH:2]=1)[CH:9]([CH3:10])[CH3:8]. Reported procedure: A 1-L Parr autoclave provided with a high shear turbine-type impeller was charged with 4.3g of NaK (an alloy having a K content of 78% by weight) and 428g of toluene. The mixture was heated to 160° C. under normal agitation, i.e., an agitator tip speed of 1.5 m/sec.; and the agitator tip speed was then increased to 5.7 m/sec. The mixture was agitated at this speed for 15 minutes, after which the temperature was increased to 190° C. Then 160 g of propene was fed over a period of 30 minutes while ...